Task: describe an organic reaction: reactants, conditions, products, and yield. Dataset: the Open Reaction Database (ORD), a public repository of structured organic reaction records Reactants: poly(allylamine), [Br-].BrCCC[N+](C)(C)CCCCCCCCCCCC ((3-bromopropyl)dodecyldimethylammonium bromide), poly(allylamine), [OH-].[Na+] (sodium hydroxide), [OH-].[Na+] (sodium hydroxide), [OH-].[Na+] (sodium hydroxide). Run in CO (methanol). Run at temperature 65 celsius, time 2 hour. The product is [Br-].BrCCCCCC[N+](C)(C)C ((6-bromohexyl)trimethylammonium bromide). RXN SMILES: [Br-:1].[Br:2]CC[CH2:5][N+:6]([CH2:9][CH2:10][CH2:11][CH2:12][CH2:13][CH2:14]CCCCCC)([CH3:8])[CH3:7].[OH-].[Na+]>CO>[Br-:2].[Br:1][CH2:14][CH2:13][CH2:12][CH2:11][CH2:10][CH2:9][N+:6]([CH3:5])([CH3:7])[CH3:8] |f:0.1,2.3,5.6|. Procedure details: Six percent crosslinked poly(allylamine) was made as stated in Example 82. To a flask were added the crosslinked poly(allylamine) (12.5 grams; 6% crosslinked; ground to ~30 mesh), (3-bromopropyl)dodecyldimethylammonium bromide (17.5 grams; made by reaction of 1,3-dibromopropane and N,N-dimethyl-1-aminododecane in diethyl ether), and methanol (334 mL). The mixture was heated to 65° C. with stirring. Upon reaching 65° C., aqueous sodium hydroxide (1.14 grams of 50% solution) was added and the stir... Reactants: CCOC(C)=O, [H][H], CCOC(=O)c1ccc(O)c([N+](=O)[O-])c1, O=[Pt]. Product: CCOC(=O)c1ccc(O)c(N)c1. RXN SMILES: [CH3:18][CH2:19][O:20][C:21](=[O:22])[CH3:23].[H:16][H:17].[N+:1]([O-:2])(=[O:3])[c:4]1[cH:5][c:6]([C:7](=[O:8])[O:9][CH2:10][CH3:11])[cH:12][cH:13][c:14]1[OH:15].[Pt:24]=[O:25]>>[NH2:1][c:4]1[cH:5][c:6]([C:7](=[O:8])[O:9][CH2:10][CH3:11])[cH:12][cH:13][c:14]1[OH:15]. Reactants: CC(c1cccc(Br)c1)N1CCC(CCCOS(C)(=O)=O)(c2ccc(F)cc2)OC1=O, CS(N)(=O)=O, CC#N, [K+], [K+], O=C([O-])[O-]. The product is CC(c1cccc(Br)c1)N1CCC(CCCNS(C)(=O)=O)(c2ccc(F)cc2)OC1=O. As a reaction SMILES: [CH3:1][S:2]([O:3][CH2:6][CH2:7][CH2:8][C:9]1([c:25]2[cH:26][cH:27][c:28]([F:31])[cH:29][cH:30]2)[CH2:10][CH2:11][N:12]([CH:16]([CH3:17])[c:18]2[cH:19][c:20]([Br:24])[cH:21][cH:22][cH:23]2)[C:13](=[O:15])[O:14]1)(=[O:4])=[O:5].[CH3:38][S:39](=[O:40])(=[O:41])[NH2:42].[CH3:43][C:44]#[N:45].[K+:32].[K+:33].[O-:34][C:35]([O-:36])=[O:37]>>[CH2:6]([CH2:7][CH2:8][C:9]1([c:25]2[cH:26][cH:27][c:28]([F:31])[cH:29][cH:30]2)[CH2:10][CH2:11][N:12]([CH:16]([CH3:17])[c:18]2[cH:19][c:20]([Br:24])[cH:21][cH:22][cH:23]2)[C:13](=[O:15])[O:14]1)[NH:42][S:39]([CH3:38])(=[O:40])=[O:41]. The reactants are COC=1C=C2CCNC2=CC1[N+](=O)[O-] (5-(methyloxy)-6-nitro-2,3-dihydro-1 H-indole), C(C)(C)N(CC)C(C)C (diisopropylethylamine), C(C=C)(=O)Cl (2-propenoyl chloride). Solvent: ClCCl (dichloromethane), CNC (dimethyl amine), O1CCCC1 (tetrahydrofuran). Reaction conditions: temperature 0 celsius. The product is CN(CCC(=O)N1CCC2=CC(=C(C=C12)[N+](=O)[O-])OC)C (N,N-dimethyl-3-[5-(methyloxy)-6-nitro-2,3-dihydro-1H-indol-1-yl]-3-oxo-1-propanamine). Isolated yield 67.0%. RXN SMILES: [CH3:1][O:2][C:3]1[CH:4]=[C:5]2[C:9](=[CH:10][C:11]=1[N+:12]([O-:14])=[O:13])[NH:8][CH2:7][CH2:6]2.[CH:15]([N:18]([CH:21]([CH3:23])C)[CH2:19]C)(C)C.[C:24](Cl)(=[O:27])C=C>ClCCl.CNC.O1CCCC1>[CH3:19][N:18]([CH3:15])[CH2:21][CH2:23][C:24]([N:8]1[C:9]2[C:5](=[CH:4][C:3]([O:2][CH3:1])=[C:11]([N+:12]([O-:14])=[O:13])[CH:10]=2)[CH2:6][CH2:7]1)=[O:27]. Reported procedure: A suspension of 5-(methyloxy)-6-nitro-2,3-dihydro-1 H-indole (1.50 g, 7.73 mmol) and polymer supported diisopropylethylamine (4.1 g, 16 mmol) in dichloromethane (100 mL) was cooled to 0° C. and 2-propenoyl chloride (0.750 mL, 9.3 mmol) was added dropwise. The solution was warmed slowly to room temperature and all solids were observed to dissolve. The mixture was filtered through celite, the celite washed twice with dichloromethane, and the combined filtrates were concentrated under reduced press... The reactants are ClC=1C=NC=2N(C1)N=C(C2)C(=O)O (6-chloro-pyrazolo[1,5-a]pyrimidine-2-carboxylic acid), BrC=1C=NC=2CCNCC2C1 (3-Bromo-5,6,7,8-tetrahydro-[1,6]naphthyridine). The product is BrC=1C=NC=2CCN(CC2C1)C(=O)C1=NN2C(N=CC(=C2)Cl)=C1 ((3-Bromo-7,8-dihydro-5H-[1,6]naphthyridin-6-yl)-(6-chloro-pyrazolo[1,5-a]pyrimidin-2-yl)-methanone). The yield is 66.0%. Reaction SMILES: [Cl:1][C:2]1[CH:3]=[N:4][C:5]2[N:6]([N:8]=[C:9]([C:11]([OH:13])=O)[CH:10]=2)[CH:7]=1.[Br:14][C:15]1[CH:16]=[N:17][C:18]2[CH2:19][CH2:20][NH:21][CH2:22][C:23]=2[CH:24]=1>>[Br:14][C:15]1[CH:16]=[N:17][C:18]2[CH2:19][CH2:20][N:21]([C:11]([C:9]3[CH:10]=[C:5]4[N:4]=[CH:3][C:2]([Cl:1])=[CH:7][N:6]4[N:8]=3)=[O:13])[CH2:22][C:23]=2[CH:24]=1. Procedure details: In close analogy to the procedure described in Example 1, 6-chloro-pyrazolo[1,5-a]pyrimidine-2-carboxylic acid is reacted with 3-Bromo-5,6,7,8-tetrahydro-[1,6]naphthyridine to provide the title compound. Starting materials: C(CCCC=CCCCC)(=O)O (5-decenoic acid), C(CCCC=CCCCC)(=O)[O-] (5-decenoate). The reagents and catalysts are Catalyst 823. Yields the product C(C)(=O)OCCCCC=CCCCC (5-decenyl acetate). Reaction SMILES: [C:1]([OH:12])(=O)[CH2:2][CH2:3][CH2:4][CH:5]=[CH:6][CH2:7][CH2:8][CH2:9][CH3:10].[C:13]([O-])(=[O:23])[CH2:14]CCC=CCCCC>>[C:13]([O:12][CH2:1][CH2:2][CH2:3][CH2:4][CH:5]=[CH:6][CH2:7][CH2:8][CH2:9][CH3:10])(=[O:23])[CH3:14]. Reported procedure: For example, 5-hexenoic acid or an ester of 5-hexenoic acid (e.g. methyl 5-hexenoate, ethyl 5-hexenoate, etc . . . ) could be used instead of 1-hexene, but the synthesis would entail a reduction of a carboxylic acid or an ester to an alcohol followed by acetylation. These syntheses are respectively shown in FIGS. 12 and 13. With reference to FIGS. 12 and 13, the 5-hexenoic acid or 5-hexenoate is reacted with 5-decene to form 5-decenoic acid or 5-decenoate, respectively, in the presence of Cataly... Reactants: O=C1N(C(C2=CC=CC=C12)=O)[C@@H](C(=O)O)CCSC ((R)-2-(1,3-dioxoisoindolin-2-yl)-4-(methylthio)butanoic acid), OO (hydrogen peroxide). Run in CO (methanol), CO (methanol). Run at temperature -20 celsius, time 8 hour. Yields the product O=C1N(C(C2=CC=CC=C12)=O)[C@@H](C(=O)O)CCS(=O)C ((2R)-2-(1,3-dioxo-1,3-dihydro-2H-isoindol-2-yl)-4-(methylsulfinyl)butanoic acid). Reaction SMILES: [O:1]=[C:2]1[C:10]2[C:5](=[CH:6][CH:7]=[CH:8][CH:9]=2)[C:4](=[O:11])[N:3]1[C@H:12]([CH2:16][CH2:17][S:18][CH3:19])[C:13]([OH:15])=[O:14].[OH:20]O>CO>[O:1]=[C:2]1[C:10]2[C:5](=[CH:6][CH:7]=[CH:8][CH:9]=2)[C:4](=[O:11])[N:3]1[C@H:12]([CH2:16][CH2:17][S:18]([CH3:19])=[O:20])[C:13]([OH:15])=[O:14]. Procedure details: To a solution of (R)-2-(1,3-dioxoisoindolin-2-yl)-4-(methylthio)butanoic acid (87.124 g, 312 mmol) from preparation 54 in methanol (750 ml) was added hydrogen peroxide (pre-cooled to −30° C.; 38.9 g, 343 mmol) in methanol (250 ml) at −20° C. The reaction mixture was stirred at −20° C. overnight (by use of a cryostat) then warmed to rt over a further 24 hours then to 30° C. for 5 h, LCMS suggesting 95% conversion. The reaction mixture was evaporated under vacuum to give the title compound as a mi...